This data is from the Open Reaction Database (ORD), a public repository of structured organic reaction records. The task is: describe an organic reaction: reactants, conditions, products, and yield The reactants are N#Cc1ccccc1CBr, O=C([O-])[O-], CCOC(C)=O, CC#CCn1c(N2CCN(C(=O)OC(C)(C)C)CC2)nc2nc(Cl)[nH]c(=O)c21, CN(C)C=O, CCCCCC, [K+], [K+], O. Product: CC#CCn1c(N2CCN(C(=O)OC(C)(C)C)CC2)nc2nc(Cl)n(Cc3ccccc3C#N)c(=O)c21. Reaction SMILES: [C:29](#[N:30])[c:31]1[c:32]([CH2:33][Br:34])[cH:35][cH:36][cH:37][cH:38]1.[C:39](=[O:40])([O-:41])[O-:42].[C:57]([O:58][CH2:59][CH3:60])(=[O:61])[CH3:62].[CH2:1]([C:2]#[C:3][CH3:4])[n:5]1[c:6]([N:16]2[CH2:17][CH2:18][N:19]([C:22](=[O:23])[O:24][C:25]([CH3:26])([CH3:27])[CH3:28])[CH2:20][CH2:21]2)[n:7][c:8]2[n:9][c:10]([Cl:15])[nH:11][c:12](=[O:14])[c:13]12.[CH3:45][N:46]([CH3:47])[CH:48]=[O:49].[CH3:51][CH2:52][CH2:53][CH2:54][CH2:55][CH3:56].[K+:43].[K+:44].[OH2:50]>>[CH2:1]([C:2]#[C:3][CH3:4])[n:5]1[c:6]([N:16]2[CH2:17][CH2:18][N:19]([C:22](=[O:23])[O:24][C:25]([CH3:26])([CH3:27])[CH3:28])[CH2:20][CH2:21]2)[n:7][c:8]2[n:9][c:10]([Cl:15])[n:11]([CH2:33][c:32]3[c:31]([C:29]#[N:30])[cH:38][cH:37][cH:36][cH:35]3)[c:12](=[O:14])[c:13]12. The reactants are [OH-].[Na+] (sodium hydroxide), C(C)N1C(=NC=C1)C=O (1-ethyl-1H-imidazole-2-carboxaldehyde), C(#N)[BH3-].[Na+] (sodium cyanoborohydride), C(CC)N(C1=CC=C(C=C1)NC(C1=CC=C(C=C1)CNCC=1NC=CN1)=O)CCC (N-(4-dipropylamino-phenyl)-4-{[(1H-imidazol-2-ylmethyl)amino]methyl}-benzamide). The solvent is CO (methanol), C(C)(=O)O (acetic acid). Run at time 2 day. The product is C(CC)N(CCC)CC1=CC=C(C=C1)NC(C1=CC=C(C=C1)CN(CC=1NC=CN1)CC=1N(C=CN1)CC)=O (N-(4-dipropylaminomethylphenyl)-4-{[(1-ethyl-1H-imidazol-2-ylmethyl)-(1H-imidazol-2-ylmethyl)-amino]-methyl}-benzamide). As a reaction SMILES: C(N(CCC)[C:5]1[CH:10]=[CH:9][C:8]([NH:11][C:12](=[O:27])[C:13]2[CH:18]=[CH:17][C:16]([CH2:19][NH:20][CH2:21][C:22]3[NH:23][CH:24]=[CH:25][N:26]=3)=[CH:15][CH:14]=2)=[CH:7][CH:6]=1)CC.[CH2:31]([N:33]1[CH:37]=[CH:36][N:35]=[C:34]1[CH:38]=O)[CH3:32].[C:40]([BH3-])#[N:41].[Na+].[OH-].[Na+]>CO.C(O)(=O)C>[CH2:6]([N:41]([CH2:40][C:5]1[CH:6]=[CH:7][C:8]([NH:11][C:12](=[O:27])[C:13]2[CH:14]=[CH:15][C:16]([CH2:19][N:20]([CH2:38][C:34]3[N:33]([CH2:31][CH3:32])[CH:37]=[CH:36][N:35]=3)[CH2:21][C:22]3[NH:26][CH:25]=[CH:24][N:23]=3)=[CH:17][CH:18]=2)=[CH:9][CH:10]=1)[CH2:7][CH2:8][CH3:9])[CH2:5][CH3:10] |f:2.3,4.5|. Procedure details: The compound (120 mg) obtained in Example 47-3 was dissolved in methanol (5.0 ml) and then added with the compound (58.0 mg) obtained in Example 90-1 and sodium cyanoborohydride (18.0 mg). Then, the solution was adjusted to pH 5 with acetic acid and then stirred at room temperature for 2 days. After completion of the reaction, a 1 mol/l sodium hydroxide aqueous solution was added to the reaction solution, followed by separation/extraction with chloroform. The organic layer was dried with anhydro... Starting materials: S(=O)(=O)(O)[O-].[K+] (potassium hydrogen sulphate), C(C1=CC=CC=C1)C=1C=C(C=CC1OCCC1=CC=C(C=C1)NC(=O)OC(C)(C)C)CC(C(=O)OCC)OCC (Ethyl 3-[3-benzyl-4-(2-{4-[(tert-butoxycarbonyl)amino]phenyl}ethoxy)phenyl]-2-ethoxypropanoate), [OH-].[Li+] (lithium hydroxide), C1CCOC1 (THF). The solvent is O (Water), O (water), C(C)O (ethanol). Conditions: time 5 hour. Yields the product C(C1=CC=CC=C1)C=1C=C(C=CC1OCCC1=CC=C(C=C1)NC(=O)OC(C)(C)C)CC(C(=O)O)OCC (3-[3-Benzyl-4-(2-{4-[(tert-butoxycarbonyl)amino]phenyl}ethoxy)phenyl]-2-ethoxypropanoic acid). The yield is 20.0%. RXN SMILES: [CH2:1]([C:8]1[CH:9]=[C:10]([CH2:31][CH:32]([O:38][CH2:39][CH3:40])[C:33]([O:35]CC)=[O:34])[CH:11]=[CH:12][C:13]=1[O:14][CH2:15][CH2:16][C:17]1[CH:22]=[CH:21][C:20]([NH:23][C:24]([O:26][C:27]([CH3:30])([CH3:29])[CH3:28])=[O:25])=[CH:19][CH:18]=1)[C:2]1[CH:7]=[CH:6][CH:5]=[CH:4][CH:3]=1.[OH-].[Li+].C1COCC1.S([O-])(O)(=O)=O.[K+]>O.C(O)C>[CH2:1]([C:8]1[CH:9]=[C:10]([CH2:31][CH:32]([O:38][CH2:39][CH3:40])[C:33]([OH:35])=[O:34])[CH:11]=[CH:12][C:13]=1[O:14][CH2:15][CH2:16][C:17]1[CH:22]=[CH:21][C:20]([NH:23][C:24]([O:26][C:27]([CH3:30])([CH3:29])[CH3:28])=[O:25])=[CH:19][CH:18]=1)[C:2]1[CH:3]=[CH:4][CH:5]=[CH:6][CH:7]=1 |f:1.2,4.5|. Procedure: Ethyl 3-[3-benzyl-4-(2-{4-[(tert-butoxycarbonyl)amino]phenyl}ethoxy)phenyl]-2-ethoxypropanoate (0.3 g, 0.5 mmol) and lithium hydroxide (0.015 g, 0.6 mmol) was added to a mixture of THF (10 ml), ethanol (2 ml) and water (2 ml). After stirring in room temperature for 5 h the mixture was acidified to pH 3 with saturated potassium hydrogen sulphate. Water was added and the mixture was extracted with ethylacetate. The organic layer was separated and evaporated. The residue was purified on silica gel ...